This data is from the Open Reaction Database (ORD), a public repository of structured organic reaction records. The task is: describe an organic reaction: reactants, conditions, products, and yield The reactants are C(C)(C)OC=1C(C(C1C1=CC=C(C=C1)OC)=O)=O (3-isopropoxy-4-(4-methoxy-phenyl)-cyclobut-3-ene-1,2-dione), C[C@H](C1=CC=CC=C1)N ((R)-(+)-α-methyl-benzylamine). The solvent is C(C)O (ethanol). The product is COC1=CC=C(C=C1)C=1C(C(C1N[C@H](C)C1=CC=CC=C1)=O)=O ((−)-3-(4-Methoxy-phenyl)-4-((R)-1-phenyl-ethylamino)-cyclobut-3-ene-1,2-dione). Isolated yield 64.1%. RXN SMILES: C(O[C:5]1[C:6](=[O:18])[C:7](=[O:17])[C:8]=1[C:9]1[CH:14]=[CH:13][C:12]([O:15][CH3:16])=[CH:11][CH:10]=1)(C)C.[CH3:19][C@@H:20]([NH2:27])[C:21]1[CH:26]=[CH:25][CH:24]=[CH:23][CH:22]=1>C(O)C>[CH3:16][O:15][C:12]1[CH:11]=[CH:10][C:9]([C:8]2[C:7](=[O:17])[C:6](=[O:18])[C:5]=2[NH:27][C@@H:20]([C:21]2[CH:26]=[CH:25][CH:24]=[CH:23][CH:22]=2)[CH3:19])=[CH:14][CH:13]=1. Procedure: In a manner similar to Example 1, Step 2; 3-isopropoxy-4-(4-methoxy-phenyl)-cyclobut-3-ene-1,2-dione (150 g, 0.609 mmol) and (R)-(+)-α-methyl-benzylamine (180 μL, 0.914 mmol) in ethanol (1 mL) were converted to the title compound (120 mg, 64%) m.p.: 158.7-160.1° C.; 1H NMR (DMSO-d6) δ 9.28(d,1H), 8.04(ABq,2H), 7.35(m,5H), 7.10(ABq,2H), 3.83(s,3H), 1.64(d,3H); IR (KBr) 3260, 3060, 3030, 2970, 1770, 1720, 1600, 1560, 1520, 1440, 1410, 1380, 1340, 1310, 1260, 1220, 1180, 1120, 1100, 1025, 825, 700 ... Product: CC(C)n1cnc2c(NCc3cccnc3)nc(NCC(O)(C(F)(F)F)C(F)(F)F)nc21. Reaction SMILES: [CH2:56]([OH:57])[CH2:58][CH2:59][CH3:60].[CH3:61][S:62]([CH3:63])=[O:64].[CH:22]([N:23]([CH:24]([CH3:25])[CH3:26])[CH2:27][CH3:28])([CH3:29])[CH3:30].[F:1][c:2]1[n:3][c:4]([NH:14][CH2:15][c:16]2[cH:17][n:18][cH:19][cH:20][cH:21]2)[c:5]2[n:6][cH:7][n:8]([CH:11]([CH3:12])[CH3:13])[c:9]2[n:10]1.[F:45][C:46]([F:47])([F:48])[C:49]1([C:50]([F:51])([F:52])[F:53])[CH2:54][O:55]1.[NH2:31][CH2:32][C:33]([C:34]([F:35])([F:36])[F:37])([C:38]([F:39])([F:40])[F:41])[OH:42].[NH4+:43].[OH-:44]>>[c:2]1([NH:31][CH2:32][C:33]([C:34]([F:35])([F:36])[F:37])([C:38]([F:39])([F:40])[F:41])[OH:42])[n:3][c:4]([NH:14][CH2:15][c:16]2[cH:17][n:18][cH:19][cH:20][cH:21]2)[c:5]2[n:6][cH:7][n:8]([CH:11]([CH3:12])[CH3:13])[c:9]2[n:10]1. Starting materials: CCCCO, CS(C)=O, CCN(C(C)C)C(C)C, CC(C)n1cnc2c(NCc3cccnc3)nc(F)nc21, FC(F)(F)C1(C(F)(F)F)CO1, NCC(O)(C(F)(F)F)C(F)(F)F, [NH4+], [OH-]. The reactants are ClC1=C(C(=O)O)C=CC=C1C (2-Chloro-3-methylbenzoic acid), B#B (diborane), [O-][O-].[Mg+2] (magnesium dioxide), ClC1=C(CO)C=CC=C1C (2-chloro-3-methylbenzyl alcohol). The solvent is O1CCCC1 (tetrahydrofuran), C(Cl)Cl (methylene chloride). Product: ClC1=C(C=O)C=CC=C1C (2-chloro-3-methylbenzaldehyde). As a reaction SMILES: [Cl:1][C:2]1[C:10]([CH3:11])=[CH:9][CH:8]=[CH:7][C:3]=1[C:4](O)=[O:5].B#B.ClC1C(C)=CC=CC=1CO.[O-][O-].[Mg+2]>O1CCCC1.C(Cl)Cl>[Cl:1][C:2]1[C:10]([CH3:11])=[CH:9][CH:8]=[CH:7][C:3]=1[CH:4]=[O:5] |f:3.4|. Procedure details: 2-Chloro-3-methylbenzoic acid was reduced by treating with diborane in tetrahydrofuran and the resulting 2-chloro-3-methylbenzyl alcohol was oxidized with activated magnesium dioxide in methylene chloride to give 2-chloro-3-methylbenzaldehyde.